Dataset: the Open Reaction Database (ORD), a public repository of structured organic reaction records. Task: describe an organic reaction: reactants, conditions, products, and yield Starting materials: C(=O)(OCC)CCCC1C(CCCC1)=O (2-(3-carbethoxypropyl)cyclohexan-1-one), C(C)(=O)OC(C)=O (acetic anhydride). The product is C(C)(=O)OC1=C(CCCC1)CCCC(=O)OCC (1-acetoxy-2-(3-carbethoxypropyl)cyclohex-1-ene). As a reaction SMILES: [C:1]([CH2:6][CH2:7][CH2:8][CH:9]1[CH2:14][CH2:13][CH2:12][CH2:11][C:10]1=[O:15])([O:3][CH2:4][CH3:5])=[O:2].[C:16](OC(=O)C)(=[O:18])[CH3:17]>>[C:16]([O:15][C:10]1[CH2:11][CH2:12][CH2:13][CH2:14][C:9]=1[CH2:8][CH2:7][CH2:6][C:1]([O:3][CH2:4][CH3:5])=[O:2])(=[O:18])[CH3:17]. Procedure: Treatment of 2-(3-carbethoxypropyl)cyclohexan-1-one (Example 14) with acetic anhydride by the procedure of Example 24 is productive of the subject compound. The reactants are C(C)(C)(C)OC(=O)N1C[C@@H](CC1)NC1=NC(=CC(=N1)F)NC1=C(C=CC(=C1)C(NC)=O)C (3-(R)-[4-fluoro-6-(2-methyl-5-methylcarbamoyl-phenylamino)-pyrimidin-2-ylamino]-pyrrolidine-1-carboxylic acid tert-butyl ester), Cl.CNCC(C)(C)C (N-methyl-neopentylamine hydrochloride), CCN(C(C)C)C(C)C (DIEA). Run in O1CCOCC1 (1,4-dioxane). Conditions: temperature 90 celsius, time 8 hour. Product: C(C)(C)(C)OC(=O)N1C[C@@H](CC1)NC1=NC(=CC(=N1)N(C)CC(C)(C)C)NC1=C(C=CC(=C1)C(NC)=O)C (3-(R)-[4-[(2,2-Dimethyl-propyl)-methyl-amino]-6-(2-methyl-5-methylcarbamoyl-phenylamino)-pyrimidin-2-ylamino]-pyrrolidine-1-carboxylic acid tert-butyl ester). RXN SMILES: [C:1]([O:5][C:6]([N:8]1[CH2:12][CH2:11][C@@H:10]([NH:13][C:14]2[N:19]=[C:18](F)[CH:17]=[C:16]([NH:21][C:22]3[CH:27]=[C:26]([C:28](=[O:31])[NH:29][CH3:30])[CH:25]=[CH:24][C:23]=3[CH3:32])[N:15]=2)[CH2:9]1)=[O:7])([CH3:4])([CH3:3])[CH3:2].Cl.[CH3:34][NH:35][CH2:36][C:37]([CH3:40])([CH3:39])[CH3:38].CCN(C(C)C)C(C)C>O1CCOCC1>[C:1]([O:5][C:6]([N:8]1[CH2:12][CH2:11][C@@H:10]([NH:13][C:14]2[N:19]=[C:18]([N:35]([CH2:36][C:37]([CH3:40])([CH3:39])[CH3:38])[CH3:34])[CH:17]=[C:16]([NH:21][C:22]3[CH:27]=[C:26]([C:28](=[O:31])[NH:29][CH3:30])[CH:25]=[CH:24][C:23]=3[CH3:32])[N:15]=2)[CH2:9]1)=[O:7])([CH3:4])([CH3:3])[CH3:2] |f:1.2|. Reported procedure: A mixture of 3-(R)-[4-fluoro-6-(2-methyl-5-methylcarbamoyl-phenylamino)-pyrimidin-2-ylamino]-pyrrolidine-1-carboxylic acid tert-butyl ester (0.36 g, 0.81 mmol), N-methyl-neopentylamine hydrochloride (411 mg, 3 mmol) and DIEA(0.4 mL) in 1,4-dioxane (0.5 mL) was stirred at 90° C. overnight. After removing the solvent under reduced pressure the desired product (81 mg) was purified by silica gel chromatography. C28H43N7O3 MS m/e=526 (M+H). The product is COc1cc2c(cc1OC)N(C(=O)OCc1ccccc1)C(C)CC2NCc1ccccc1. Reactants: [BH4-], COc1cc2c(cc1OC)N(C(=O)OCc1ccccc1)C(C)CC2=NCc1ccccc1, CCO, [Na+]. RXN SMILES: [BH4-:34].[CH2:1]([c:2]1[cH:3][cH:4][cH:5][cH:6][cH:7]1)[O:8][C:9](=[O:10])[N:11]1[CH:12]([CH3:33])[CH2:13][C:14](=[N:25][CH2:26][c:27]2[cH:28][cH:29][cH:30][cH:31][cH:32]2)[c:15]2[cH:16][c:17]([O:23][CH3:24])[c:18]([O:21][CH3:22])[cH:19][c:20]21.[CH3:36][CH2:37][OH:38].[Na+:35]>>[CH2:1]([c:2]1[cH:3][cH:4][cH:5][cH:6][cH:7]1)[O:8][C:9](=[O:10])[N:11]1[CH:12]([CH3:33])[CH2:13][CH:14]([NH:25][CH2:26][c:27]2[cH:28][cH:29][cH:30][cH:31][cH:32]2)[c:15]2[cH:16][c:17]([O:23][CH3:24])[c:18]([O:21][CH3:22])[cH:19][c:20]21. Product: C(#N)C1=CC=C(CONC(=O)C2=C(C=CC=C2)NCC2=CC(=NC=C2)NC(NCCOC(C(=C)C)=O)=O)C=C1 (2-Methyl-acrylic acid 2-[3-(4-{[2-(4-cyano-benzyloxycarbamoyl)-phenylamino]-methyl}-pyridin-2-yl)-ureido]-ethyl ester). Starting materials: O=C1OC(C2=C(N1CC1=CC(=NC=C1)NC(NCCOC(C(=C)C)=O)=O)C=CC=C2)=O (2-methyl-acrylic acid 2-{3-[4-(2,4-dioxo-4H-benzo[d][1,3]oxazin-1-ylmethyl)-pyridin-2-yl]-ureido}-ethyl ester), Cl.C(#N)C1=CC=C(CON)C=C1 (O-(4-cyanobenzyl)hydroxylamine hydrochloride). RXN SMILES: O=C1[N:7]([CH2:8][C:9]2[CH:14]=[CH:13][N:12]=[C:11]([NH:15][C:16](=[O:26])[NH:17][CH2:18][CH2:19][O:20][C:21](=[O:25])[C:22]([CH3:24])=[CH2:23])[CH:10]=2)[C:6]2[CH:27]=[CH:28][CH:29]=[CH:30][C:5]=2[C:4](=[O:31])O1.Cl.[C:33]([C:35]1[CH:43]=[CH:42][C:38]([CH2:39][O:40][NH2:41])=[CH:37][CH:36]=1)#[N:34]>>[C:33]([C:35]1[CH:43]=[CH:42][C:38]([CH2:39][O:40][NH:41][C:4]([C:5]2[CH:30]=[CH:29][CH:28]=[CH:27][C:6]=2[NH:7][CH2:8][C:9]2[CH:14]=[CH:13][N:12]=[C:11]([NH:15][C:16](=[O:26])[NH:17][CH2:18][CH2:19][O:20][C:21](=[O:25])[C:22]([CH3:24])=[CH2:23])[CH:10]=2)=[O:31])=[CH:37][CH:36]=1)#[N:34] |f:1.2|. Reported procedure: To a stirred solution of 1-(2-amino-pyridin-4-ylmethyl)-1H-benzo[d][1,3]oxazine-2,4-dione (1.2 g, see preparation 7b) in pyridine was added isocyanatoethyl methacrylate (0.76 ml). The reaction mixture was heated to 40° C. and stirred for 2 hours. More isocyanatoethyl methacrylate (0.1 ml) was added and stirring was continued for 2 hours. The solvent was evaporated under reduced pressure and EtOAc (10 ml) was added to the residue. On scraping a solid material formed, that was isolated by filtrati... Starting materials: FC=1C=CC(=C(C(=O)N2CCN(CC2)C(CNC(=O)C2=NNC(=C2)C2=C(C=CC=C2)OCC2=CC=CC=C2)=O)C1)C(F)(F)F (5-(2-benzyloxy-phenyl)-1H-pyrazole-3-carboxylic acid {2-[4-(5-fluoro-2-trifluoromethyl-benzoyl)-piperazin-1-yl]-2-oxo-ethyl}-amide). The reagents and catalysts are [Pd] (Pd). Run in CO (MeOH), C1CCOC1 (THF). The product is FC=1C=CC(=C(C(=O)N2CCN(CC2)C(CNC(=O)C2=NNC(=C2)C2=C(C=CC=C2)O)=O)C1)C(F)(F)F (5-(2-hydroxy-phenyl)-1H-pyrazole-3-carboxylic acid {2-[4-(5-fluoro-2-trifluoromethyl-benzoyl)-piperazin-1-yl]-2-oxo-ethyl}-amide). The yield is 46.2%. As a reaction SMILES: [F:1][C:2]1[CH:3]=[CH:4][C:5]([C:41]([F:44])([F:43])[F:42])=[C:6]([CH:40]=1)[C:7]([N:9]1[CH2:14][CH2:13][N:12]([C:15](=[O:39])[CH2:16][NH:17][C:18]([C:20]2[CH:24]=[C:23]([C:25]3[CH:30]=[CH:29][CH:28]=[CH:27][C:26]=3[O:31]CC3C=CC=CC=3)[NH:22][N:21]=2)=[O:19])[CH2:11][CH2:10]1)=[O:8]>CO.C1COCC1.[Pd]>[F:1][C:2]1[CH:3]=[CH:4][C:5]([C:41]([F:44])([F:42])[F:43])=[C:6]([CH:40]=1)[C:7]([N:9]1[CH2:14][CH2:13][N:12]([C:15](=[O:39])[CH2:16][NH:17][C:18]([C:20]2[CH:24]=[C:23]([C:25]3[CH:30]=[CH:29][CH:28]=[CH:27][C:26]=3[OH:31])[NH:22][N:21]=2)=[O:19])[CH2:11][CH2:10]1)=[O:8]. Reported procedure: 10% Pd/c (25 mg) was added to a stirred solution of 5-(2-benzyloxy-phenyl)-1H-pyrazole-3-carboxylic acid {2-[4-(5-fluoro-2-trifluoromethyl-benzoyl)-piperazin-1-yl]-2-oxo-ethyl}-amide (94 mg, 0.15 mmol) in a mixture of MeOH (60 mL) and THF (10 mL) and stirred under hydrogen atmosphere. The reaction mixture was then stirred for 1 hrs at room temperature. The mixture was filtered over a bed of celite. The celite was washed with MeOH and the filtrate was concentrated under reduced pressure. The crud... Starting materials: Cl.C(C1=CC=CC=C1)OCCN(CCCl)C (N-(2-benzyloxyethyl)-N-(2-chloroethyl)methylamine hydrochloride), [H-].[Na+] (sodium hydride), oil, CC1=CC(=NC(=C1)C)NC(C)=O (N-(4,6-dimethyl-2-pyridyl)acetamide). The solvent is CN(C=O)C (dimethylformamide). Product: C(C1=CC=CC=C1)OCCN(C)CCNC1=NC(=CC(=C1)C)C (2-{2-[N-(2-Benzyloxyethyl)-N-methylamino]ethylamino}-4,6-dimethylpyridine). RXN SMILES: [CH3:1][C:2]1[CH:7]=[C:6]([CH3:8])[N:5]=[C:4]([NH:9][C:10](=O)[CH3:11])[CH:3]=1.[H-].[Na+].Cl.[CH2:16]([O:23][CH2:24][CH2:25][N:26](C)[CH2:27]CCl)[C:17]1[CH:22]=[CH:21][CH:20]=[CH:19][CH:18]=1>CN(C)C=O>[CH2:16]([O:23][CH2:24][CH2:25][N:26]([CH2:11][CH2:10][NH:9][C:4]1[CH:3]=[C:2]([CH3:1])[CH:7]=[C:6]([CH3:8])[N:5]=1)[CH3:27])[C:17]1[CH:22]=[CH:21][CH:20]=[CH:19][CH:18]=1 |f:1.2,3.4|. Procedure details: To 24.5 g (0.149 mole) of N-(4,6-dimethyl-2-pyridyl)acetamide dissolved in 350 ml of dimethylformamide is added sodium hydride in mineral oil (50%) (7.2 g., 0.15 mole) in two portions with stirring, at room temperature. When reaction ceases, N-(2-benzyloxyethyl)-N-(2-chloroethyl)methylamine hydrochloride (24.5 g., 0.149 mole) is added in 2 portions. After bubbling ceases, the mixture is stirred at 50°-55° for 45 minutes and than heated on a steam bath for two hours. The mixture is cooled and con...